Dataset: the Open Reaction Database (ORD), a public repository of structured organic reaction records. Task: describe an organic reaction: reactants, conditions, products, and yield The reactants are N1C(=CC2=CC=CC=C12)C=O (indole-2-carboxaldehyde), N1C(=CC2=CC=CC=C12)C=O (indole-2-carboxaldehyde), N1C(=NC2=C1C=CC=C2)CN(CCCCN)C2CCCC=1C=CC=NC21 (N1-(1H-benzimidazol-2-ylmethyl)-N1-(5,6,7,8-tetrahydroquinolin-8-yl)-butane-1,4-diamine), N1C(=NC2=C1C=CC=C2)CN(CCCCN)C2CCCC=1C=CC=NC21 (N1-(1H-benzimidazol-2-ylmethyl)-N1-(5,6,7,8-tetrahydroquinolin-8-yl)-butane-1,4-diamine), [BH4-].[Na+] (NaBH4). Solvent: CO (MeOH). Run at time 15 minute. Product: N1C(=NC2=C1C=CC=C2)CN(CCCCNCC=2NC1=CC=CC=C1C2)C2CCCC=1C=CC=NC21 (N1-(1H-benzimidazol-2-ylmethyl)-N4-(1H-indol-2-ylmethyl)-N1-(5,6,7,8-tetrahydroquinolin-8-yl)-butane-1,4-diamine). Yield: 51.3%. RXN SMILES: [NH:1]1[C:9]2[C:4](=[CH:5][CH:6]=[CH:7][CH:8]=2)[CH:3]=[C:2]1[CH:10]=O.[NH:12]1[C:16]2[CH:17]=[CH:18][CH:19]=[CH:20][C:15]=2[N:14]=[C:13]1[CH2:21][N:22]([CH:28]1[C:37]2[N:36]=[CH:35][CH:34]=[CH:33][C:32]=2[CH2:31][CH2:30][CH2:29]1)[CH2:23][CH2:24][CH2:25][CH2:26][NH2:27].[BH4-].[Na+]>CO>[NH:12]1[C:16]2[CH:17]=[CH:18][CH:19]=[CH:20][C:15]=2[N:14]=[C:13]1[CH2:21][N:22]([CH:28]1[C:37]2[N:36]=[CH:35][CH:34]=[CH:33][C:32]=2[CH2:31][CH2:30][CH2:29]1)[CH2:23][CH2:24][CH2:25][CH2:26][NH:27][CH2:10][C:2]1[NH:1][C:9]2[C:4]([CH:3]=1)=[CH:5][CH:6]=[CH:7][CH:8]=2 |f:2.3|. Procedure: A solution of indole-2-carboxaldehyde (prepared as described for COMPOUND 65) (31 mg, 0.21 mmol) and N1-(1H-benzimidazol-2-ylmethyl)-N1-(5,6,7,8-tetrahydroquinolin-8-yl)-butane-1,4-diamine (see COMPOUND 17) (51 mg, 0.15 mmol) in MeOH (1.8 mL) was stirred at room temperature under nitrogen for 23 hours. NaBH4 (14 mg, 0.37 mmol) was added, and the reaction stirred for a further 15 minutes before the solvent was evaporated under reduced pressure. The residue was dissolved into CH2Cl2 (25 mL) and wa... Reactants: NCC(C)O ((RS)-1-amino-2-propanol), O=CCC1C(C2=CC(=CC=C2C1)Cl)=O ((RS)-2-(2-oxoethyl)-6-chloro-1-indanone), O (water). Reagents/catalysts: C1(=CC=C(C=C1)S(=O)(=O)O)C (p-toluenesulfonic acid). Solvent: C1(=CC=CC=C1)C (toluene), C1(=CC=CC=C1)C (toluene). Reaction conditions: time 45 minute. The product is ClC1=CC=C2CC3=C(N(C=C3)CC(C)O)C2=C1 ((RS)-1-(7-chloro-1,4-dihydro-indeno[1,2-b]pyrrol-1-yl)-propan-2-ol). Yield: 61.5%. RXN SMILES: O=[CH:2][CH2:3][CH:4]1[CH2:12][C:11]2[C:6](=[CH:7][C:8]([Cl:13])=[CH:9][CH:10]=2)[C:5]1=O.O.[NH2:16][CH2:17][CH:18]([OH:20])[CH3:19]>C1(C)C=CC=CC=1.C1(C)C=CC(S(O)(=O)=O)=CC=1>[Cl:13][C:8]1[CH:7]=[C:6]2[C:11]([CH2:12][C:4]3[CH:3]=[CH:2][N:16]([CH2:17][CH:18]([OH:20])[CH3:19])[C:5]=32)=[CH:10][CH:9]=1. Procedure: A solution of 2.08 g of (RS)-2-(2-oxoethyl)-6-chloro-1-indanone and 80 mg of p-toluenesulfonic acid in 70 ml of anhydrous toluene was heated on a water separator. A solution of 3.0 g of (RS)-1-amino-2-propanol in 20 ml of anhydrous toluene was added dropwise to the boiling solution over a period of 5 minutes. Subsequently, the mixture was boiled for an additional 45 minutes, during which the solvent was reduced to a volume of 30 ml. The cooled reaction mixture was purified by column chromatograp... Starting materials: [Cl-].[NH4+] (ammonium chloride), C1(=CC=C(C=C1)C(C)(C#N)N1CCC(CC1)CNC(OC(C)(C)C)=O)C1=CC=CC=C1 (tert-butyl (1-(1-(biphenyl-4-yl)-1-cyanoethyl)piperidin-4-yl)methylcarbamate), solution, C[Mg]Br (methylmagnesium bromide). Solvent: O1CCCC1 (tetrahydrofuran), C(C)OCC (diethyl ether). Conditions: time 3 hour. Product: C1(=CC=C(C=C1)C(C)(C)N1CCC(CC1)CNC(OC(C)(C)C)=O)C1=CC=CC=C1 (tert-butyl (1-(2-(biphenyl-4-yl)propan-2-yl)piperidin-4-yl)methylcarbamate). Yield: 32.1%. Reaction SMILES: [C:1]1([C:26]2[CH:31]=[CH:30][CH:29]=[CH:28][CH:27]=2)[CH:6]=[CH:5][C:4]([C:7]([N:11]2[CH2:16][CH2:15][CH:14]([CH2:17][NH:18][C:19](=[O:25])[O:20][C:21]([CH3:24])([CH3:23])[CH3:22])[CH2:13][CH2:12]2)([C:9]#N)[CH3:8])=[CH:3][CH:2]=1.C[Mg]Br.[Cl-].[NH4+]>O1CCCC1.C(OCC)C>[C:1]1([C:26]2[CH:27]=[CH:28][CH:29]=[CH:30][CH:31]=2)[CH:2]=[CH:3][C:4]([C:7]([N:11]2[CH2:16][CH2:15][CH:14]([CH2:17][NH:18][C:19](=[O:25])[O:20][C:21]([CH3:24])([CH3:23])[CH3:22])[CH2:13][CH2:12]2)([CH3:8])[CH3:9])=[CH:5][CH:6]=1 |f:2.3|. Reported procedure: To a solution of the compound prepared in Example 363 (0.112 g) in tetrahydrofuran (3 mL) at 0° C. was added a 3.0 M solution of methylmagnesium bromide in diethyl ether (0.27 mL), and the reaction mixture was stirred at room temperature for 3 hours. The reaction mixture was poured onto cold saturated ammonium chloride, and the mixture was extracted with ethyl acetate. The combined organics were washed with brine, dried over magnesium sulfate and concentrated. The residue was purified by column ...